Dataset: the Open Reaction Database (ORD), a public repository of structured organic reaction records. Task: describe an organic reaction: reactants, conditions, products, and yield Reactants: ClCCl, CO, O, C=C(COC(=O)C(F)(F)F)C(C(=O)OC(c1ccccc1)c1ccccc1)N1C(=O)C2N=C(c3ccccc3)OC21. Reaction SMILES: [CH2:44]([Cl:45])[Cl:46].[CH3:42][OH:43].[OH2:47].[c:1]1([C:7]2=[N:8][CH:9]3[C:10](=[O:41])[N:11]([CH:14]([C:15](=[O:16])[O:17][CH:18]([c:19]4[cH:20][cH:21][cH:22][cH:23][cH:24]4)[c:25]4[cH:26][cH:27][cH:28][cH:29][cH:30]4)[C:31](=[CH2:32])[CH2:33][O:34][C:35](=[O:36])[C:37]([F:38])([F:39])[F:40])[CH:12]3[O:13]2)[cH:2][cH:3][cH:4][cH:5][cH:6]1>>[c:1]1([C:7]2=[N:8][CH:9]3[C:10](=[O:41])[N:11]([CH:14]([C:15](=[O:16])[O:17][CH:18]([c:19]4[cH:20][cH:21][cH:22][cH:23][cH:24]4)[c:25]4[cH:26][cH:27][cH:28][cH:29][cH:30]4)[C:31](=[CH2:32])[CH2:33][OH:34])[CH:12]3[O:13]2)[cH:2][cH:3][cH:4][cH:5][cH:6]1. The product is C=C(CO)C(C(=O)OC(c1ccccc1)c1ccccc1)N1C(=O)C2N=C(c3ccccc3)OC21.